From a dataset of the Open Reaction Database (ORD), a public repository of structured organic reaction records. describe an organic reaction: reactants, conditions, products, and yield The product is ClC1=C(OCC(=N)N)C=CC=C1Cl (2-(2,3-Dichlorophenoxy)acetamidine). RXN SMILES: Cl.[Cl:2][C:3]1[C:13]([Cl:14])=[CH:12][CH:11]=[CH:10][C:4]=1[O:5][CH2:6][C:7]([NH2:9])=[NH:8]>[OH-].[Na+]>[Cl:2][C:3]1[C:13]([Cl:14])=[CH:12][CH:11]=[CH:10][C:4]=1[O:5][CH2:6][C:7]([NH2:9])=[NH:8] |f:0.1,2.3|. Reported procedure: 8.0 g (0.031 mole) of 2-(2,3-dichlorophenoxy)-acetamidine hydrochloride are suspended in sodium hydroxide solution and extracted with chloroform. The organic extract is concentrated to dryness under reduced pressure. The solid residue is washed with hexane and dried; it is used in the next step without further purification. Yld: 6.7 g (98%), m.p. 104°-108° C. Reactants: Cl.ClC1=C(OCC(=N)N)C=CC=C1Cl (2-(2,3-dichlorophenoxy)-acetamidine hydrochloride). The solvent is [OH-].[Na+] (sodium hydroxide). Reactants: CC(=O)O, C=C(OCC)c1ccc2nnc(Cc3c(F)cc4ncccc4c3F)n2n1, Cl. Yields the product CC(=O)c1ccc2nnc(Cc3c(F)cc4ncccc4c3F)n2n1. Reaction SMILES: [C:29]([OH:30])(=[O:31])[CH3:32].[CH2:2]([CH3:3])[O:4][C:5](=[CH2:6])[c:7]1[cH:8][cH:9][c:10]2[n:11]([n:12]1)[c:13]([CH2:16][c:17]1[c:18]([F:28])[c:19]3[cH:20][cH:21][cH:22][n:23][c:24]3[cH:25][c:26]1[F:27])[n:14][n:15]2.[ClH:1]>>[O:4]=[C:5]([CH3:6])[c:7]1[cH:8][cH:9][c:10]2[n:11]([n:12]1)[c:13]([CH2:16][c:17]1[c:18]([F:28])[c:19]3[cH:20][cH:21][cH:22][n:23][c:24]3[cH:25][c:26]1[F:27])[n:14][n:15]2. Reactants: CC(C)OC1=C(OC2=C1C=CC=C2)C(=O)O (3-(1-methylethoxy)-2-benzofurancarboxylic acid), C(=O)(N1C=NC=C1)N1C=NC=C1 (1,1'-carbonyldiimidazole), [OH-].[NH4+] (ammonium hydroxide). The solvent is C(C)(=O)OCC (ethyl acetate), O1CCCC1 (tetrahydrofuran). Run at time 2 hour. Yields the product CC(C)OC1=C(OC2=C1C=CC=C2)C(=O)N (3-(1-methylethoxy)-2-benzofurancarboxamide). Isolated yield 77.0%. As a reaction SMILES: [CH3:1][CH:2]([O:4][C:5]1[C:9]2[CH:10]=[CH:11][CH:12]=[CH:13][C:8]=2[O:7][C:6]=1[C:14]([OH:16])=O)[CH3:3].C(N1C=CN=C1)([N:19]1C=CN=C1)=O.[OH-].[NH4+]>O1CCCC1.C(OCC)(=O)C>[CH3:1][CH:2]([O:4][C:5]1[C:9]2[CH:10]=[CH:11][CH:12]=[CH:13][C:8]=2[O:7][C:6]=1[C:14]([NH2:19])=[O:16])[CH3:3] |f:2.3|. Procedure: A suspension of 3-(1-methylethoxy)-2-benzofurancarboxylic acid (200 mg, 0.91 mmol) and 1,1'-carbonyldiimidazole (191 mg, 1.18 mmol) in 5 mL of tetrahydrofuran is heated at reflux for 1 hour. The reaction solution is cooled to room temperature and aqueous ammonium hydroxide (3 mL) is added and the reaction mixture is stirred at room temperature for 2 hours. The reaction is diluted with ethyl acetate and washed with 1N HCl, saturated aqueous NaHCO3, and brine. The organic phase is dried over magne... The reactants are ClC1=CC=C(C=C1)C1(CCCNC12CCCCC2)O (5-(4-Chlorophenyl)-5-hydroxy-1-azaspiro[5.5]undecane). Run in S(O)(O)(=O)=O (sulphuric acid). Run at time 1 hour. The product is ClC1=CC=C(C=C1)C1=CCCNC12CCCCC2 (5-(4-chlorophenyl)-1-azaspiro[5.5]undec-4-ene). As a reaction SMILES: [Cl:1][C:2]1[CH:7]=[CH:6][C:5]([C:8]2(O)[C:13]3([CH2:18][CH2:17][CH2:16][CH2:15][CH2:14]3)[NH:12][CH2:11][CH2:10][CH2:9]2)=[CH:4][CH:3]=1>S(=O)(=O)(O)O>[Cl:1][C:2]1[CH:7]=[CH:6][C:5]([C:8]2[C:13]3([CH2:14][CH2:15][CH2:16][CH2:17][CH2:18]3)[NH:12][CH2:11][CH2:10][CH:9]=2)=[CH:4][CH:3]=1. Procedure: 5-(4-Chlorophenyl)-5-hydroxy-1-azaspiro[5.5]undecane (105.1 g) was added in portions to vigorously stirred concentrated sulphuric acid (600 ml) over 20 minutes, then the mixture was stirred at ambient temperature for a further 1 hour and poured carefully onto ice (2 l) causing a white solid to precipitate. The mixture was cooled in ice for 2 hours and the solid was collected by filtration. The solid was basified by addition to an excess of 5M aqueous sodium hydroxide solution and the product was... Starting materials: COC(C1=C(C=C(C(=C1)[N+](=O)[O-])N1CCN(CC1)C1=C(C=CC=C1)C)C(F)(F)F)=O (5-nitro-4-(4-o-tolyl-piperazin-1-yl)-2-trifluoromethyl-benzoic acid methyl ester). The reagents and catalysts are [Pd] (palladium on carbon). Solvent: C(C)O (ethanol), O1CCCC1 (tetrahydrofuran). Conditions: time 16 hour. Yields the product COC(C1=C(C=C(C(=C1)N)N1CCN(CC1)C1=C(C=CC=C1)C)C(F)(F)F)=O (5-amino-4-(4-o-tolyl-piperazin-1-yl)-2-trifluoromethyl-benzoic acid methyl ester). Yield: 72.0%. As a reaction SMILES: [CH3:1][O:2][C:3](=[O:30])[C:4]1[CH:9]=[C:8]([N+:10]([O-])=O)[C:7]([N:13]2[CH2:18][CH2:17][N:16]([C:19]3[CH:24]=[CH:23][CH:22]=[CH:21][C:20]=3[CH3:25])[CH2:15][CH2:14]2)=[CH:6][C:5]=1[C:26]([F:29])([F:28])[F:27]>C(O)C.O1CCCC1.[Pd]>[CH3:1][O:2][C:3](=[O:30])[C:4]1[CH:9]=[C:8]([NH2:10])[C:7]([N:13]2[CH2:18][CH2:17][N:16]([C:19]3[CH:24]=[CH:23][CH:22]=[CH:21][C:20]=3[CH3:25])[CH2:15][CH2:14]2)=[CH:6][C:5]=1[C:26]([F:28])([F:29])[F:27]. Procedure: To a solution of 5-nitro-4-(4-o-tolyl-piperazin-1-yl)-2-trifluoromethyl-benzoic acid methyl ester 9a (212.9 mg, 0.50 mmol, 100 mol %) in ethanol (5.0 ml) and tetrahydrofuran (2.0 ml) was added palladium on carbon (5 wt %) (107.0 mg, 0.05 mmol, 10 mol %) and the reaction was stirred at room temperature for 16 h and then filtered through a pad of Celite. The filtrate was then concentrated to a residue that was purified by column chromatography (dichloromethane to 10% methanol/dichloromethane) to a...